From a dataset of the Open Reaction Database (ORD), a public repository of structured organic reaction records. describe an organic reaction: reactants, conditions, products, and yield Reactants: CN(C(=O)[C@H]1N(C[C@@H](C1)O)C1(C(N(C2=CC=C(C=C12)Cl)S(=O)(=O)C1=C(C=C(C=C1)OC)OC)=O)C=1C(=NC=CC1)OC)C ((2S,4R)-1-[5-Chloro-1-(2,4-dimethoxy-benzenesulfonyl)-3-(2-methoxy-pyridin-3-yl)-2-oxo-2,3-dihydro-1H-indol-3-yl]-4-hydroxy-pyrrolidine-2-carboxylic acid dimethylamide), [I-].[Na+] (sodium iodide). Solvent: C(C)(=O)O (acetic acid), C(C)(=O)OCC (ethyl acetate). Product: CN(C(=O)[C@H]1N(C[C@@H](C1)O)C1(C(N(C2=CC=C(C=C12)Cl)S(=O)(=O)C1=C(C=C(C=C1)OC)OC)=O)C=1C(NC=CC1)=O)C ((2S,4R)-1-[5-Chloro-1-(2,4-dimethoxy-benzenesulfonyl)-2-oxo-3-(2-oxo-1,2-dihydro-pyridin-3-yl)-2,3-dihydro-1H-indol-3-yl]-4-hydroxy-pyrrolidine-2-carboxylic acid dimethylamide). The yield is 59.8%. RXN SMILES: [CH3:1][N:2]([CH3:43])[C:3]([C@@H:5]1[CH2:9][C@@H:8]([OH:10])[CH2:7][N:6]1[C:11]1([C:35]2[C:36]([O:41]C)=[N:37][CH:38]=[CH:39][CH:40]=2)[C:19]2[C:14](=[CH:15][CH:16]=[C:17]([Cl:20])[CH:18]=2)[N:13]([S:21]([C:24]2[CH:29]=[CH:28][C:27]([O:30][CH3:31])=[CH:26][C:25]=2[O:32][CH3:33])(=[O:23])=[O:22])[C:12]1=[O:34])=[O:4].[I-].[Na+]>C(O)(=O)C.C(OCC)(=O)C>[CH3:43][N:2]([CH3:1])[C:3]([C@@H:5]1[CH2:9][C@@H:8]([OH:10])[CH2:7][N:6]1[C:11]1([C:35]2[C:36](=[O:41])[NH:37][CH:38]=[CH:39][CH:40]=2)[C:19]2[C:14](=[CH:15][CH:16]=[C:17]([Cl:20])[CH:18]=2)[N:13]([S:21]([C:24]2[CH:29]=[CH:28][C:27]([O:30][CH3:31])=[CH:26][C:25]=2[O:32][CH3:33])(=[O:22])=[O:23])[C:12]1=[O:34])=[O:4] |f:1.2|. Reported procedure: A solution of example 5 (0.16 mmol, 100 mg) and sodium iodide (0.32 mmol, 109 mg) in acetic acid (1 mL) was heated overnight at 40° C. The reaction mixture was diluted with ethyl acetate and washed with aqueous sodium dithionate solution, water and brine. The organic layer was dried over magnesium sulfate and concentrated in vacuo. Chromatographic purification over silica gel (gradient from 4% to 12% MeOH in dichloromethane) yielded 59 mg (60%) of a white crystalline solid. Reported procedure: In analogy to example 132, step 6, from 4′-[(R)-3-(2,6-dimethyl-pyridin-4-yl)-3-oxo-1-o-tolyl-propyl]-biphenyl-4-carboxylic acid and hydroxylamine hydrochloride in the presence of sodium hydrogencarbonate was prepared the title compound as a white semisolid, MS (ESI−): m/z=463.3 ([M−H]−). As a reaction SMILES: [CH3:1][C:2]1[CH:7]=[C:6]([C:8](=O)[CH2:9][C@H:10]([C:18]2[CH:23]=[CH:22][C:21]([C:24]3[CH:29]=[CH:28][C:27]([C:30]([OH:32])=[O:31])=[CH:26][CH:25]=3)=[CH:20][CH:19]=2)[C:11]2[CH:16]=[CH:15][CH:14]=[CH:13][C:12]=2[CH3:17])[CH:5]=[C:4]([CH3:34])[N:3]=1.Cl.[NH2:36][OH:37].C(=O)([O-])O.[Na+]>>[CH3:1][C:2]1[CH:7]=[C:6](/[C:8](=[N:36]/[OH:37])/[CH2:9][C@H:10]([C:18]2[CH:19]=[CH:20][C:21]([C:24]3[CH:25]=[CH:26][C:27]([C:30]([OH:32])=[O:31])=[CH:28][CH:29]=3)=[CH:22][CH:23]=2)[C:11]2[CH:16]=[CH:15][CH:14]=[CH:13][C:12]=2[CH3:17])[CH:5]=[C:4]([CH3:34])[N:3]=1 |f:1.2,3.4|. The product is CC1=NC(=CC(=C1)/C(/C[C@@H](C1=C(C=CC=C1)C)C1=CC=C(C=C1)C1=CC=C(C=C1)C(=O)O)=N/O)C (4′-{(R)-3-(2,6-Dimethyl-pyridin-4-yl)-3-[(E)-hydroxyimino]-1-o-tolyl-propyl}-biphenyl-4-carboxylic acid). Reactants: CC1=NC(=CC(=C1)C(C[C@@H](C1=C(C=CC=C1)C)C1=CC=C(C=C1)C1=CC=C(C=C1)C(=O)O)=O)C (4′-[(R)-3-(2,6-dimethyl-pyridin-4-yl)-3-oxo-1-o-tolyl-propyl]-biphenyl-4-carboxylic acid), Cl.NO (hydroxylamine hydrochloride), C(O)([O-])=O.[Na+] (sodium hydrogencarbonate). Starting materials: CCC(C)CNNC(=O)C(CC(C)C)C(CC=Cc1ccccc1)C(=O)NOCc1ccccc1, O=C(O)Cn1ccnc1. Yields the product CCC(C)CN(NC(=O)C(CC(C)C)C(CC=Cc1ccccc1)C(=O)NOCc1ccccc1)C(=O)Cn1ccnc1. As a reaction SMILES: [CH2:1]([c:2]1[cH:3][cH:4][cH:5][cH:6][cH:7]1)[O:8][NH:9][C:10](=[O:11])[CH:12]([CH2:13][CH:14]=[CH:15][c:16]1[cH:17][cH:18][cH:19][cH:20][cH:21]1)[CH:22]([C:23](=[O:24])[NH:25][NH:26][CH2:27][CH:28]([CH2:29][CH3:30])[CH3:31])[CH2:32][CH:33]([CH3:34])[CH3:35].[n:36]1([CH2:41][C:42](=[O:43])[OH:44])[cH:37][n:38][cH:39][cH:40]1>>[CH2:1]([c:2]1[cH:3][cH:4][cH:5][cH:6][cH:7]1)[O:8][NH:9][C:10](=[O:11])[CH:12]([CH2:13][CH:14]=[CH:15][c:16]1[cH:17][cH:18][cH:19][cH:20][cH:21]1)[CH:22]([C:23](=[O:24])[NH:25][N:26]([CH2:27][CH:28]([CH2:29][CH3:30])[CH3:31])[C:42]([CH2:41][n:36]1[cH:37][n:38][cH:39][cH:40]1)=[O:43])[CH2:32][CH:33]([CH3:34])[CH3:35]. RXN SMILES: [CH3:1][CH:2]([C:8](OCC)=O)[C:3]([O:5][CH2:6][CH3:7])=[O:4].Br[CH2:14][CH3:15].[C:16](=[O:19])([O-:18])[O-].[K+].[K+].[CH3:22]N(C)C=O>>[CH2:8]([C:2]([CH3:1])([C:3]([O:5][CH2:6][CH3:7])=[O:4])[C:16]([O:18][CH2:14][CH3:15])=[O:19])[CH3:22] |f:2.3.4|. Reaction conditions: time 16 hour. Yields the product C(C)C(C(=O)OCC)(C(=O)OCC)C (diethyl 2-ethyl-2-methylmalonate). Procedure details: To a stirred solution of 40.0 grams (0.23 mole) of diethyl 2-methylmalonate and 50.2 grams (0.46 mole) of bromoethane in 200 ml of dry dimethylformamide was added 79.5 grams (0.58 mole) of potassium carbonate. The resulting mixture was stirred at ambient temperature for 16 hours. A sample of the reaction mixture was subjected to analysis by vapor phase chromatography (VPC), which indicated the reaction had not gone to completion. An additional 50.2 grams of bromoethane was added and the reaction... Starting materials: BrCC (bromoethane), CC(C(=O)OCC)C(=O)OCC (diethyl 2-methylmalonate), BrCC (bromoethane), C([O-])([O-])=O.[K+].[K+] (potassium carbonate), CN(C=O)C (dimethylformamide). Reactants: C1N2CN3CN1CN(C2)C3, O=Cc1cccc2cc(S(=O)(=O)O)ccc12, NCc1cccc2cc(S(=O)(=O)O)ccc12, O=[Mn](=O)(=O)[O-]. Product: O=C(O)c1cccc2cc(S(=O)(=O)O)ccc12. Reaction SMILES: [CH2:33]1[N:34]2[CH2:35][N:36]3[CH2:37][N:38]([CH2:39]2)[CH2:40][N:41]1[CH2:42]3.[CH:17](=[O:18])[c:19]1[cH:20][cH:21][cH:22][c:23]2[cH:24][c:25]([S:29](=[O:30])(=[O:31])[OH:32])[cH:26][cH:27][c:28]12.[NH2:1][CH2:2][c:3]1[c:4]2[c:5]([cH:6][c:7]([S:8]([OH:9])(=[O:10])=[O:14])[cH:11][cH:12]2)[cH:13][cH:15][cH:16]1.[O-:43][Mn:44](=[O:45])(=[O:46])=[O:47]>>[OH:14][C:17](=[O:18])[c:19]1[cH:20][cH:21][cH:22][c:23]2[cH:24][c:25]([S:29](=[O:30])(=[O:31])[OH:32])[cH:26][cH:27][c:28]12. Reactants: [N+](=O)([O-])NC(SC)=N (1-Nitro-2-methylisothiourea), FC(CN=C(NC1=NC(=NC=C1)CSCCN)N)(F)F (4-[2-(2,2,2-trifluoroethyl)guanidino]-2-[(2-aminoethyl)thiomethyl]pyrimidine), C(C)#N (acetonitrile). Conditions: time 2 hour. Product: FC(CN=C(NC1=NC(=NC=C1)CSCCNC(=N[N+](=O)[O-])NC)N)(F)F (4-[2-(2,2,2-trifluoroethyl)guanidino]-2-[2-(2-nitro-3-methylguanidino)ethylthiomethyl]pyrimidine). Reaction SMILES: [N+:1]([NH:4][C:5](=[NH:8])SC)([O-:3])=[O:2].[F:9][C:10]([F:28])([F:27])[CH2:11][N:12]=[C:13]([NH2:26])[NH:14][C:15]1[CH:20]=[CH:19][N:18]=[C:17]([CH2:21][S:22][CH2:23][CH2:24][NH2:25])[N:16]=1.[C:29](#N)C>>[F:28][C:10]([F:9])([F:27])[CH2:11][N:12]=[C:13]([NH2:26])[NH:14][C:15]1[CH:20]=[CH:19][N:18]=[C:17]([CH2:21][S:22][CH2:23][CH2:24][NH:25][C:5]([NH:8][CH3:29])=[N:4][N+:1]([O-:3])=[O:2])[N:16]=1. Procedure details: 1-Nitro-2-methylisothiourea (0.135 g.) was added to a stirred solution of 4-[2-(2,2,2-trifluoroethyl)guanidino]-2-[(2-aminoethyl)thiomethyl]pyrimidine (0.31 g.) in acetonitrile (5 ml.) and the suspension stirred at room temperature for 2 hours. The insoluble material was collected to give 4-[2-(2,2,2-trifluoroethyl)guanidino]-2-[2-(2-nitro-3-methylguanidino)ethylthiomethyl]pyrimidine (0.35 g.) m.p. 199°-200° (decomp.)